This data is from the Open Reaction Database (ORD), a public repository of structured organic reaction records. The task is: describe an organic reaction: reactants, conditions, products, and yield Starting materials: CC1(C)CCC(N(C(=O)C2CCCO2)C2CC(C(=O)O)N(C(=O)OC(C)(C)C)C2)CC1, CCN. Product: CCNC(=O)C1CC(N(C(=O)C2CCCO2)C2CCC(C)(C)CC2)CN1C(=O)OC(C)(C)C. As a reaction SMILES: [C:1](=[O:2])([O:3][C:4]([CH3:5])([CH3:6])[CH3:7])[N:8]1[CH:9]([C:10](=[O:11])[OH:12])[CH2:13][CH:14]([N:16]([C:17](=[O:18])[CH:19]2[O:20][CH2:21][CH2:22][CH2:23]2)[CH:24]2[CH2:25][CH2:26][C:27]([CH3:30])([CH3:31])[CH2:28][CH2:29]2)[CH2:15]1.[CH3:32][CH2:33][NH2:34]>>[C:1](=[O:2])([O:3][C:4]([CH3:5])([CH3:6])[CH3:7])[N:8]1[CH:9]([C:10](=[O:11])[NH:34][CH2:33][CH3:32])[CH2:13][CH:14]([N:16]([C:17](=[O:18])[CH:19]2[O:20][CH2:21][CH2:22][CH2:23]2)[CH:24]2[CH2:25][CH2:26][C:27]([CH3:30])([CH3:31])[CH2:28][CH2:29]2)[CH2:15]1. The reactants are C1CCOC1, O=C(Cl)c1ccc(Cl)cc1, CC(N)(C#N)Cn1cc2c(Cl)cc(Cl)c(Cl)c2n1. Yields the product CC(C#N)(Cn1cc2c(Cl)cc(Cl)c(Cl)c2n1)NC(=O)c1ccc(Cl)cc1. RXN SMILES: [CH2:29]1[O:30][CH2:31][CH2:32][CH2:33]1.[Cl:1][C:2](=[O:3])[c:4]1[cH:5][cH:6][c:7]([Cl:8])[cH:9][cH:10]1.[NH2:11][C:12]([C:13]#[N:14])([CH2:15][n:16]1[n:17][c:18]2[c:19]([Cl:27])[c:20]([Cl:26])[cH:21][c:22]([Cl:25])[c:23]2[cH:24]1)[CH3:28]>>[C:2](=[O:3])([c:4]1[cH:5][cH:6][c:7]([Cl:8])[cH:9][cH:10]1)[NH:11][C:12]([C:13]#[N:14])([CH2:15][n:16]1[n:17][c:18]2[c:19]([Cl:27])[c:20]([Cl:26])[cH:21][c:22]([Cl:25])[c:23]2[cH:24]1)[CH3:28]. Starting materials: ClC(C(OC(C)(C)C)=N)(Cl)Cl (tert-butyl 2,2,2-trichloroacetimidate), O=C1CCCC=2SC(=CC21)C(=O)O (4-Oxo-4,5,6,7-tetrahydro-benzo[b]thiophene-2-carboxylic acid), ClC(C(OC(C)(C)C)=N)(Cl)Cl (tert-butyl 2,2,2-trichloroacetimidate), C1CCCCC1 (cyclohexane), ClC(C(OC(C)(C)C)=N)(Cl)Cl (Tert-butyl 2,2,2-trichloroacetimidate). Reagents/catalysts: B(F)(F)F.CCOCC (boron trifluoride diethyl etherate). The solvent is ClCCl (dichloromethane). Reaction conditions: time 1.5 hour. The product is C(C)(C)(C)OC(=O)C1=CC2=C(S1)CCCC2=O (4-Oxo-4,5,6,7-tetrahydro-benzo[b]thiophene-2-carboxylic acid tert-butyl ester). Yield: 89.1%. RXN SMILES: [O:1]=[C:2]1[C:10]2[CH:9]=[C:8]([C:11]([OH:13])=[O:12])[S:7][C:6]=2[CH2:5][CH2:4][CH2:3]1.C1CCCCC1.ClC(Cl)(Cl)C(=N)O[C:24]([CH3:27])([CH3:26])[CH3:25]>B(F)(F)F.CCOCC.ClCCl>[C:24]([O:12][C:11]([C:8]1[S:7][C:6]2[CH2:5][CH2:4][CH2:3][C:2](=[O:1])[C:10]=2[CH:9]=1)=[O:13])([CH3:27])([CH3:26])[CH3:25] |f:3.4|. Procedure: 4-Oxo-4,5,6,7-tetrahydro-benzo[b]thiophene-2-carboxylic acid (Behringer, H.; Falkenberg, K. Chem. Ber., 1966, 99, 3309) (7.69 g, 39.19 mmol) was suspended in 120 mL 2:1 cyclohexane: dichloromethane. Tert-butyl 2,2,2-trichloroacetimidate (17.13 g, 78.38 mmol) was added in one portion, followed by boron trifluoride diethyl etherate (87.8 mg, 6.19 μmol, 0.16 mol %). The resultant slurry was stirred vigorously for 1.5 hours and a further portion of tert-butyl 2,2,2-trichloroacetimidate (8.57 g, 39.1...